This data is from the Open Reaction Database (ORD), a public repository of structured organic reaction records. The task is: describe an organic reaction: reactants, conditions, products, and yield Starting materials: C12C(C3CC(CC(C1)C3)C2)=C2C3CC1CC(CC2C1)C3 (adamantylidene adamantane), ClCl (chlorine). The solvent is ClC(Cl)(Cl)Cl (tetrachloromethane). Product: ClC12C(C3CC(CC(C1)C3)C2)=C2C3CC1CC(CC2C1)C3 (chloroadamantylidene adamantane). Reaction SMILES: [CH:1]12[CH2:10][CH:5]3[CH2:6][CH:7]([CH2:9][CH:3]([CH2:4]3)[C:2]1=[C:11]1[CH:18]3[CH2:19][CH:14]4[CH2:15][CH:16]([CH2:20][CH:12]1[CH2:13]4)[CH2:17]3)[CH2:8]2.[Cl:21]Cl>ClC(Cl)(Cl)Cl>[Cl:21][C:1]12[CH2:8][CH:7]3[CH2:6][CH:5]([CH2:4][CH:3]([CH2:9]3)[C:2]1=[C:11]1[CH:12]3[CH2:20][CH:16]4[CH2:15][CH:14]([CH2:19][CH:18]1[CH2:17]4)[CH2:13]3)[CH2:10]2. Procedure details: In Tetrahedron Letters 1970, 4579-82, J. H. Wieringa, J. Strating and H. Wynberg describe a process in which adamantylidene adamantane is reacted with chlorine is tetrachloromethane at a temperature of -20° to +10° C. to form 4-eq.-chloroadamantylidene adamantane in addition to polychlorinated products. The chloro-substituted adamantane compound is the starting point for further reaction in the presence of AgNO3 and THF/H2O to form a mixture of the corresponding 4-hydroxy-adamantylidene adamanta...